This data is from the Open Reaction Database (ORD), a public repository of structured organic reaction records. The task is: describe an organic reaction: reactants, conditions, products, and yield Starting materials: BrC=1C=CC2=C(N(C(=N2)C(Cl)(Cl)Cl)C2=NC(=NC=C2)N)C1 (4-[6-bromo-2-(trichloromethyl)-1H-1,3-benzodiazol-1-yl]pyrimidin-2-amine), NC1=C(C=C(C=C1)I)NC1=NC(=NC=C1)N (4-N-(2-amino-5-iodophenyl)pyrimidine-2,4-diamine). Yields the product IC=1C=CC2=C(N(C(=N2)C(Cl)(Cl)Cl)C2=NC(=NC=C2)N)C1 (4-[6-iodo-2-(trichloromethyl)-1H-1,3-benzodiazol-1-yl]pyrimidin-2-amine). RXN SMILES: Br[C:2]1[CH:3]=[CH:4][C:5]2[N:9]=[C:8]([C:10]([Cl:13])([Cl:12])[Cl:11])[N:7]([C:14]3[CH:19]=[CH:18][N:17]=[C:16]([NH2:20])[N:15]=3)[C:6]=2[CH:21]=1.NC1C=CC([I:29])=CC=1NC1C=CN=C(N)N=1>>[I:29][C:2]1[CH:3]=[CH:4][C:5]2[N:9]=[C:8]([C:10]([Cl:13])([Cl:12])[Cl:11])[N:7]([C:14]3[CH:19]=[CH:18][N:17]=[C:16]([NH2:20])[N:15]=3)[C:6]=2[CH:21]=1. Procedure: The title compound was prepared by procedure described for 4-[6-bromo-2-(trichloromethyl)-1H-1,3-benzodiazol-1-yl]pyrimidin-2-amine, by replacing 4-N-(2-amino-5-bromophenyl)pyrimidine-2,4-diamine with 4-N-(2-amino-5-iodophenyl)pyrimidine-2,4-diamine: 1H NMR (500 MHz, DMSO) delta 1.91 (3H, s), 7.01 (1H, d, J=5.1 Hz), 7.22 (2H, s), 7.77-7.69 (3H, m), 8.58 (1H, d, J=5.0 Hz), 11.97 (1H, s); LC-MS: m/z=+454/456/458 (M+H)+.